This data is from the Open Reaction Database (ORD), a public repository of structured organic reaction records. The task is: describe an organic reaction: reactants, conditions, products, and yield Reactants: CCO, Cl, Cl, NCc1ccc(F)cc1-n1cncn1. Product: N#Cc1ccc(F)cc1-n1cncn1. Reaction SMILES: [CH3:17][CH2:18][OH:19].[ClH:16].[ClH:1].[F:2][c:3]1[cH:4][c:5](-[n:11]2[n:12][cH:13][n:14][cH:15]2)[c:6]([CH2:9][NH2:10])[cH:7][cH:8]1>>[F:2][c:3]1[cH:4][c:5](-[n:11]2[n:12][cH:13][n:14][cH:15]2)[c:6]([C:9]#[N:10])[cH:7][cH:8]1.